Task: describe an organic reaction: reactants, conditions, products, and yield. Dataset: the Open Reaction Database (ORD), a public repository of structured organic reaction records Starting materials: C(C)(C)N (isopropylamine), CO (methanol), α, BrCC=CC1=CC=CC=C1 (bromomethylstyrene), CO (methanol). Reaction conditions: time 18 hour. The product is C(C)(C)NCC(=C)C1=CC=CC=C1 (N-isopropyl-2-phenyl-2-propenylamine). Isolated yield 80.3%. RXN SMILES: [CH:1]([NH2:4])([CH3:3])[CH3:2].BrC[CH:7]=[CH:8][C:9]1[CH:14]=[CH:13][CH:12]=[CH:11][CH:10]=1.[CH3:15]O>>[CH:1]([NH:4][CH2:15][C:8]([C:9]1[CH:10]=[CH:11][CH:12]=[CH:13][CH:14]=1)=[CH2:7])([CH3:3])[CH3:2]. Reported procedure: 9 g of isopropylamine was dissolved in 20 ml of methanol under stirring with ice cooling, and 5 ml of the methanol containing 3.0 g (15.2 mmol), of α bromomethylstyrene obtained in Preparation Example 19 was dropped into the solution. After heating to room temperature and stirring for 18 hours, the solution was washed by concentration under reduced pressure. 150 ml of chloroform was added to the residue and the solution was washed with saturated sodium hydrogen carbonate. After drying the soluti... Reactants: CCCC[N+](CCCC)(CCCC)CCCC, [F-], C[Si](C)(C)CCOCn1nc(C(=O)N2CC2)c2c1CC(c1ccccc1)(c1ccccc1)C=C2, C1CCOC1, O. The product is O=C(c1n[nH]c2c1C=CC(c1ccccc1)(c1ccccc1)C2)N1CC1. Reaction SMILES: [CH3:2][CH2:3][CH2:4][CH2:5][N+:6]([CH2:7][CH2:8][CH2:9][CH3:10])([CH2:11][CH2:12][CH2:13][CH3:14])[CH2:15][CH2:16][CH2:17][CH3:18].[F-:1].[N:19]1([C:22](=[O:23])[c:24]2[n:25][n:26]([CH2:45][O:46][CH2:47][CH2:48][Si:49]([CH3:50])([CH3:51])[CH3:52])[c:27]3[c:32]2[CH:31]=[CH:30][C:29]([c:33]2[cH:34][cH:35][cH:36][cH:37][cH:38]2)([c:39]2[cH:40][cH:41][cH:42][cH:43][cH:44]2)[CH2:28]3)[CH2:20][CH2:21]1.[O:54]1[CH2:55][CH2:56][CH2:57][CH2:58]1.[OH2:53]>>[N:19]1([C:22](=[O:23])[c:24]2[n:25][nH:26][c:27]3[c:32]2[CH:31]=[CH:30][C:29]([c:33]2[cH:34][cH:35][cH:36][cH:37][cH:38]2)([c:39]2[cH:40][cH:41][cH:42][cH:43][cH:44]2)[CH2:28]3)[CH2:20][CH2:21]1.